This data is from the Open Reaction Database (ORD), a public repository of structured organic reaction records. The task is: describe an organic reaction: reactants, conditions, products, and yield The reactants are C(C)(=N)N (acetamidine), ClC1=C(C=CS(=O)(=O)Cl)C(=CC=C1)Cl (2,6-dichlorostyrylsulfonyl chloride). Product: ClC1=C(C=CS(=O)(=O)N=C(C)N)C(=CC=C1)Cl (N'-[(2,6-dichlorostyryl)sulfonyl]acetamidine). RXN SMILES: [C:1]([NH2:4])(=[NH:3])[CH3:2].[Cl:5][C:6]1[CH:17]=[CH:16][CH:15]=[C:14]([Cl:18])[C:7]=1[CH:8]=[CH:9][S:10](Cl)(=[O:12])=[O:11]>>[Cl:5][C:6]1[CH:17]=[CH:16][CH:15]=[C:14]([Cl:18])[C:7]=1[CH:8]=[CH:9][S:10]([N:3]=[C:1]([NH2:4])[CH3:2])(=[O:12])=[O:11]. Procedure: Reaction of acetamidine with 2,6-dichlorostyrylsulfonyl chloride according to the procedure of Example 29(b) affords N'-[(2,6-dichlorostyryl)sulfonyl]acetamidine, m.p. 154.5°-158.5° C. (corr.), from absolute ethanol. As a reaction SMILES: [CH3:1][O:2][C:3]1[C:8]([C:9]([N:11]2[CH2:15][CH2:14][S:13][C:12]2=[S:16])=[O:10])=[CH:7][C:6]([C:17]([N:19]2CCS[C:20]2=S)=[O:18])=[CH:5][C:4]=1[C:25]([N:27]1[CH2:31][CH2:30][S:29][C:28]1=[S:32])=[O:26].CN.C(O)(C)C.CO>ClCCl>[CH3:1][O:2][C:3]1[C:4]([C:25]([N:27]2[CH2:31][CH2:30][S:29][C:28]2=[S:32])=[O:26])=[CH:5][C:6]([C:17]([NH:19][CH3:20])=[O:18])=[CH:7][C:8]=1[C:9]([N:11]1[CH2:15][CH2:14][S:13][C:12]1=[S:16])=[O:10]. Run in ClCCl (dichloromethane), C(Cl)Cl (methylene chloride). Yields the product COC1=C(C=C(C(=O)NC)C=C1C(=O)N1C(SCC1)=S)C(=O)N1C(SCC1)=S (4-methoxy-N-methyl-3,5-bis-(2-thioxo-thiazolidine-3-carbonyl)-benzamide). Reported procedure: To a slurry of the trithiazolide 5 (27.1 g, 0.05 mol) in dichloromethane (600 mL), a mixture of 2 mL methylamine solution (40% wt in water, d=0.902) and isopropanol (30 mL) was added dropwise over 48 h. The reaction mixture was applied directly onto a gradient flash silica column (1-5% methanol in methylene chloride). The desired product was obtained as a thick, yellow oil, yield 7.5 g (71% based on the methylamine). 12.8 g of unreacted starting trithiazolide was recovered during the separation. The reactants are COC1=C(C=C(C=C1C(=O)N1C(SCC1)=S)C(=O)N1C(SCC1)=S)C(=O)N1C(SCC1)=S (2-methoxy-1,3,5-tris-(2-thioxo-thiazolidine-3-carbonyl)-benzene), CN (methylamine), C(C)(C)O (isopropanol), CO (methanol). Reaction SMILES: [C:1]([NH:4][C:5]1[CH:20]=[CH:19][C:8]([O:9][C:10]2[CH:18]=[CH:17][C:13]([C:14]([OH:16])=O)=[CH:12][CH:11]=2)=[CH:7][CH:6]=1)(=[O:3])[CH3:2].C1(OP(Cl)(OC2C=CC=CC=2)=O)C=CC=CC=1.[NH2:38][C@@H:39]1[CH:44]2[CH2:45][CH2:46][N:41]([CH2:42][CH2:43]2)[CH2:40]1.CO>C(Cl)Cl.CN(C=O)C>[N:41]12[CH2:46][CH2:45][CH:44]([CH2:43][CH2:42]1)[C@@H:39]([NH:38][C:14](=[O:16])[C:13]1[CH:12]=[CH:11][C:10]([O:9][C:8]3[CH:7]=[CH:6][C:5]([NH:4][C:1](=[O:3])[CH3:2])=[CH:20][CH:19]=3)=[CH:18][CH:17]=1)[CH2:40]2. Isolated yield 38.9%. Run at time 30 minute. Product: N12C[C@@H](C(CC1)CC2)NC(C2=CC=C(C=C2)OC2=CC=C(C=C2)NC(C)=O)=O (N-[(3R)-1-azabicyclo[2.2.2]oct-3-yl]-4-(4-acetamidophenoxy)benzamide). Procedure: TEA (130 μL, 1.0 mmol) is added to a suspension of the product of Step D (250 mg, 0.9 mmol) in CH2Cl2 (9 mL). Diphenylchlorophosphate (190 μL, 0.9 mmol) is added and the resulting solution is stirred at room temperature for 30 minutes. This solution is added to a solution of (R)-3-aminoquinuclidine (110 mg, 0.88 mmol) in DMF (1 mL). The resulting solution is stirred overnight at room temperature. MeOH is added and the mixture is poured through a column of AG50W×2 ion exchange resin (H+ form). Th... The solvent is CN(C)C=O (DMF), C(Cl)Cl (CH2Cl2). Starting materials: N[C@H]1CN2CCC1CC2 ((R)-3-aminoquinuclidine), CO (MeOH), TEA, C(C)(=O)NC1=CC=C(OC2=CC=C(C(=O)O)C=C2)C=C1 (4-(4-acetamidophenoxy)benzoic Acid), C1(=CC=CC=C1)OP(=O)(OC1=CC=CC=C1)Cl (Diphenylchlorophosphate). The reactants are Brc1ccc2[nH]ccc2c1, Cl, O=C1CCNCC1, O. The product is Brc1ccc2[nH]cc(C3=CCNCC3)c2c1. RXN SMILES: [Br:1][c:2]1[cH:3][c:4]2[cH:5][cH:6][nH:7][c:8]2[cH:9][cH:10]1.[ClH:11].[NH:13]1[CH2:14][CH2:15][C:16](=[O:19])[CH2:17][CH2:18]1.[OH2:12]>>[Br:1][c:2]1[cH:3][c:4]2[c:5]([C:16]3=[CH:15][CH2:14][NH:13][CH2:18][CH2:17]3)[cH:6][nH:7][c:8]2[cH:9][cH:10]1.